describe an organic reaction: reactants, conditions, products, and yield From a dataset of the Open Reaction Database (ORD), a public repository of structured organic reaction records. The reactants are CC(C)(C)c1ccc(CNCCc2ccc(Cl)cc2)cc1, ClCCCl, ClCCl, Cl, O=C(O)c1ccc(F)c2cc[nH]c12. Product: CC(C)(C)c1ccc(CN(CCc2ccc(Cl)cc2)C(=O)c2ccc(F)c3cc[nH]c23)cc1. Reaction SMILES: [C:14]([CH3:15])([CH3:16])([CH3:17])[c:18]1[cH:19][cH:20][c:21]([CH2:22][NH:23][CH2:24][CH2:25][c:26]2[cH:27][cH:28][c:29]([Cl:32])[cH:30][cH:31]2)[cH:33][cH:34]1.[CH2:38]([Cl:39])[CH2:40][Cl:41].[Cl:35][CH2:36][Cl:37].[ClH:42].[F:1][c:2]1[c:3]2[cH:4][cH:5][nH:6][c:7]2[c:8]([C:11](=[O:12])[OH:13])[cH:9][cH:10]1>>[F:1][c:2]1[c:3]2[cH:4][cH:5][nH:6][c:7]2[c:8]([C:11](=[O:13])[N:23]([CH2:22][c:21]2[cH:20][cH:19][c:18]([C:14]([CH3:15])([CH3:16])[CH3:17])[cH:34][cH:33]2)[CH2:24][CH2:25][c:26]2[cH:27][cH:28][c:29]([Cl:32])[cH:30][cH:31]2)[cH:9][cH:10]1. Starting materials: Cc1c(N(Cc2ccccc2)Cc2ccc(Oc3cccc(O)c3)cc2)cccc1[N+](=O)[O-], C1CCOC1, COCCO, CCOC(C)=O, c1ccc(P(c2ccccc2)c2ccccc2)cc1. Product: COCCOc1cccc(Oc2ccc(CN(Cc3ccccc3)c3cccc([N+](=O)[O-])c3C)cc2)c1. Reaction SMILES: [CH2:1]([c:2]1[cH:3][cH:4][cH:5][cH:6][cH:7]1)[N:8]([c:9]1[c:10]([CH3:18])[c:11]([N+:15](=[O:16])[O-:17])[cH:12][cH:13][cH:14]1)[CH2:19][c:20]1[cH:21][cH:22][c:23]([O:24][c:25]2[cH:26][c:27]([OH:31])[cH:28][cH:29][cH:30]2)[cH:32][cH:33]1.[CH2:58]1[O:59][CH2:60][CH2:61][CH2:62]1.[CH3:53][O:54][CH2:55][CH2:56][OH:57].[CH3:63][CH2:64][O:65][C:66](=[O:67])[CH3:68].[c:34]1([P:35]([c:36]2[cH:37][cH:38][cH:39][cH:40][cH:41]2)[c:42]2[cH:43][cH:44][cH:45][cH:46][cH:47]2)[cH:48][cH:49][cH:50][cH:51][cH:52]1>>[CH2:1]([c:2]1[cH:3][cH:4][cH:5][cH:6][cH:7]1)[N:8]([c:9]1[c:10]([CH3:18])[c:11]([N+:15](=[O:16])[O-:17])[cH:12][cH:13][cH:14]1)[CH2:19][c:20]1[cH:21][cH:22][c:23]([O:24][c:25]2[cH:26][c:27]([O:31][CH2:56][CH2:55][O:54][CH3:53])[cH:28][cH:29][cH:30]2)[cH:32][cH:33]1. Starting materials: C1(CCCCC1)OC=1C=C2C(=CNC2=CC1)C=1CCN(CC1)C (5-cyclohexyloxy-3-(1-methyl-1,2,3,6-tetrahydro-4-pyridinyl)-1H-indole), COC1=CC=C(C(=O)Cl)C=C1 (4-methoxybenzoyl chloride). The product is C1(CCCCC1)OC=1C=C2C(=CN(C2=CC1)C(C1=CC=C(C=C1)OC)=O)C=1CCN(CC1)C (5-Cyclohexyloxy-1-(4-methoxybenzoyl)-3-(1-methyl-1,2,3,6-tetrahydro-4-pyridinyl)indole). Reaction SMILES: [CH:1]1([O:7][C:8]2[CH:9]=[C:10]3[C:14](=[CH:15][CH:16]=2)[NH:13][CH:12]=[C:11]3[C:17]2[CH2:18][CH2:19][N:20]([CH3:23])[CH2:21][CH:22]=2)[CH2:6][CH2:5][CH2:4][CH2:3][CH2:2]1.[CH3:24][O:25][C:26]1[CH:34]=[CH:33][C:29]([C:30](Cl)=[O:31])=[CH:28][CH:27]=1>>[CH:1]1([O:7][C:8]2[CH:9]=[C:10]3[C:14](=[CH:15][CH:16]=2)[N:13]([C:30](=[O:31])[C:29]2[CH:33]=[CH:34][C:26]([O:25][CH3:24])=[CH:27][CH:28]=2)[CH:12]=[C:11]3[C:17]2[CH2:18][CH2:19][N:20]([CH3:23])[CH2:21][CH:22]=2)[CH2:6][CH2:5][CH2:4][CH2:3][CH2:2]1. Reported procedure: (18.7 mg, 51%); from 5-cyclohexyloxy-3-(1-methyl-1,2,3,6-tetrahydro-4-pyridinyl)-1H-indole (Example 4c, 25.6 mg, 0.082 mmol) and 4-methoxybenzoyl chloride (30 uL, 0.20 mmol); HRMS-FAB+ for C28H32N2O3 : calculated MH+ : 445.2491 1; found: 445.25149. Reactants: CO, ClCCl, CCCCCCCCCCCC(=O)CC(=O)OC. The product is CCCCCCCCCCCC(O)CC(=O)OC. RXN SMILES: [CH3:19][OH:20].[Cl:21][CH2:22][Cl:23].[O:1]=[C:2]([CH2:3][C:4](=[O:5])[O:6][CH3:7])[CH2:8][CH2:9][CH2:10][CH2:11][CH2:12][CH2:13][CH2:14][CH2:15][CH2:16][CH2:17][CH3:18]>>[OH:1][CH:2]([CH2:3][C:4](=[O:5])[O:6][CH3:7])[CH2:8][CH2:9][CH2:10][CH2:11][CH2:12][CH2:13][CH2:14][CH2:15][CH2:16][CH2:17][CH3:18]. Reactants: [OH-].[Na+] (sodium hydroxide), S(=O)(=O)(O)O.C(C)(C)NC(=N)N (isopropylguanidine sulfate), S(=O)(=O)([O-])[O-].[Na+].[Na+] (sodium sulfate), COC1=C(C=CC=C1)CC(=O)Cl (2-methoxyphenylacetyl chloride). The solvent is CC(=O)C (acetone), CC(=O)C (acetone). Reaction conditions: time 1 hour. Product: Cl.COC1=C(C=CC=C1)CC(=O)NC(=N)NC(C)C (1-(2-Methoxyphenylacetyl)-3-Isopropyl Guanidine Hydrochloride). The yield is 44.8%. As a reaction SMILES: [OH-].[Na+].S(O)(O)(=O)=O.[CH:8]([NH:11][C:12]([NH2:14])=[NH:13])([CH3:10])[CH3:9].S([O-])([O-])(=O)=O.[Na+].[Na+].[CH3:22][O:23][C:24]1[CH:29]=[CH:28][CH:27]=[CH:26][C:25]=1[CH2:30][C:31]([Cl:33])=[O:32]>CC(C)=O>[ClH:33].[CH3:22][O:23][C:24]1[CH:29]=[CH:28][CH:27]=[CH:26][C:25]=1[CH2:30][C:31]([NH:13][C:12]([NH:11][CH:8]([CH3:10])[CH3:9])=[NH:14])=[O:32] |f:0.1,2.3,4.5.6,9.10|. Reported procedure: 8.80 g of a 50% aqueous sodium hydroxide solution, isopropylguanidine sulfate (16.52 g) and 100 ml of acetone, are stirred for 21/2 hrs at RT. The resulting mixture is treated with anhydrous sodium sulfate (6.0 g) and stirring continued for 1 hr. A solution of 2-methoxyphenylacetyl chloride (9.23 g) in 50 ml of acetone is added to the mixture dropwise and the mixture stirred overnight at RT. The resulting mixture is filtered and the filtrate diluted with 100 ml of saturated aqueous sodium bicarb... Reactants: BrC1=CC=CC(=N1)C(=O)O (6-Bromopicolinic acid), C([O-])(O)=O.[Na+] (sodium bicarbonate), S(O)(O)(=O)=O (sulfuric acid), CCOC(=O)C (EtOAc). Solvent: CO (MeOH). Reaction conditions: time 3 hour. Product: BrC1=CC=CC(=N1)C(=O)OC (Methyl 6-bromopyridine-2-carboxylate). As a reaction SMILES: [Br:1][C:2]1[N:7]=[C:6]([C:8]([OH:10])=[O:9])[CH:5]=[CH:4][CH:3]=1.S(=O)(=O)(O)O.[CH3:16]COC(C)=O.C(=O)(O)[O-].[Na+]>CO>[Br:1][C:2]1[N:7]=[C:6]([C:8]([O:10][CH3:16])=[O:9])[CH:5]=[CH:4][CH:3]=1 |f:3.4|. Procedure: 6-Bromopicolinic acid (411 mg, 2.03 mmol) was slurried in anhydrous MeOH (6 ml). Concentrated sulfuric acid (0.3 ml) was added and the resulting solution was stirred at room temperature for approximately 3 h. EtOAc was added, followed by a saturated solution of sodium bicarbonate. The phases were separated, and the organic phase was washed with water, dried over MgSO4, and concentrated to dryness. The crude ester (313 mg) was used without further purification.